From a dataset of the Open Reaction Database (ORD), a public repository of structured organic reaction records. describe an organic reaction: reactants, conditions, products, and yield The reactants are C(C1=CC=CC=C1)OC(=O)NC1C(NC2=C(C(=N1)C1CCCCC1)C=CC=C2)=O (3(R,S)-[(benzyloxycarbonyl)amino]-5-cyclohexyl-1,3-dihydro-2H-1,4-benzodiazepin-2-one), [H-].[Na+] (sodium hydride), IC (iodomethane). The solvent is CN(C=O)C (dimethylformamide). Reaction conditions: time 30 minute. Product: C(C1=CC=CC=C1)OC(=O)NC1C(N(C2=C(C(=N1)C1CCCCC1)C=CC=C2)C)=O (3(R,S)-[(Benzyloxycarbonyl)amino]-5-cydohexyl-1,3-dihydro-1-methyl-2H-1,4-benzodiazepin-2-one). Yield: 66.1%. RXN SMILES: [CH2:1]([O:8][C:9]([NH:11][CH:12]1[N:18]=[C:17]([CH:19]2[CH2:24][CH2:23][CH2:22][CH2:21][CH2:20]2)[C:16]2[CH:25]=[CH:26][CH:27]=[CH:28][C:15]=2[NH:14][C:13]1=[O:29])=[O:10])[C:2]1[CH:7]=[CH:6][CH:5]=[CH:4][CH:3]=1.[H-].[Na+].I[CH3:33]>CN(C)C=O>[CH2:1]([O:8][C:9]([NH:11][CH:12]1[N:18]=[C:17]([CH:19]2[CH2:24][CH2:23][CH2:22][CH2:21][CH2:20]2)[C:16]2[CH:25]=[CH:26][CH:27]=[CH:28][C:15]=2[N:14]([CH3:33])[C:13]1=[O:29])=[O:10])[C:2]1[CH:7]=[CH:6][CH:5]=[CH:4][CH:3]=1 |f:1.2|. Procedure: A solution of 3(R,S)-[(benzyloxycarbonyl)amino]-5-cyclohexyl-1,3-dihydro-2H-1,4-benzodiazepin-2-one (1.1 g, 2.8 mmol) in dimethylformamide (13 ml), under an atmosphere of nitrogen, was treated with sodium hydride (117 mg of a 55-60% dispersion in mineral oil, 2.8 mmol) in one portion, at -10° C. After 30 min at -10° C., iodomethane (174 μl, 2.8 mmol) was added in one portion and the solution allowed to reach 0° C. over 1 h. The solvent was then removed in vacuo and the crude residue partitioned ...